Dataset: the Open Reaction Database (ORD), a public repository of structured organic reaction records. Task: describe an organic reaction: reactants, conditions, products, and yield The reactants are O=C1CCC(=O)N1Br, CC(C)(C)OC(=O)N1CCC2C(C1)c1cccc3c1N2CCS3, CN(C)C=O. Yields the product CC(C)(C)OC(=O)N1CCC2C(C1)c1cc(Br)cc3c1N2CCS3. As a reaction SMILES: [Br:24][N:25]1[C:26](=[O:27])[CH2:28][CH2:29][C:30]1=[O:31].[CH2:1]1[CH2:2][S:3][c:4]2[cH:5][cH:6][cH:7][c:8]3[c:12]2[N:11]1[CH:10]1[CH:9]3[CH2:16][N:15]([C:17](=[O:18])[O:19][C:20]([CH3:21])([CH3:22])[CH3:23])[CH2:14][CH2:13]1.[O:32]=[CH:33][N:34]([CH3:35])[CH3:36]>>[CH2:1]1[CH2:2][S:3][c:4]2[cH:5][c:6]([Br:24])[cH:7][c:8]3[c:12]2[N:11]1[CH:10]1[CH:9]3[CH2:16][N:15]([C:17](=[O:18])[O:19][C:20]([CH3:21])([CH3:22])[CH3:23])[CH2:14][CH2:13]1.